Dataset: the Open Reaction Database (ORD), a public repository of structured organic reaction records. Task: describe an organic reaction: reactants, conditions, products, and yield The reactants are Cn1c(-c2cncc(C(N)(C(=O)OC(C)(C)C)S(C)(=O)=O)c2)cc2ccccc21, O=C=NS(=O)(=O)Cl, ClCCl, CN(C)C=O. The product is Cn1c(-c2cncc(C(N)(C(=O)OC(C)(C)C)S(C)(=O)=O)c2)c(C#N)c2ccccc21. RXN SMILES: [CH3:1][S:2](=[O:3])(=[O:4])[C:5]([c:6]1[cH:7][c:8](-[c:12]2[n:13]([CH3:21])[c:14]3[cH:15][cH:16][cH:17][cH:18][c:19]3[cH:20]2)[cH:9][n:10][cH:11]1)([NH2:22])[C:23](=[O:24])[O:25][C:26]([CH3:27])([CH3:28])[CH3:29].[Cl:30][S:31](=[O:33])([N:34]=[C:35]=[O:32])=[O:36].[Cl:42][CH2:43][Cl:44].[O:37]=[CH:38][N:39]([CH3:40])[CH3:41]>>[CH3:1][S:2](=[O:3])(=[O:4])[C:5]([c:6]1[cH:7][c:8](-[c:12]2[n:13]([CH3:21])[c:14]3[cH:15][cH:16][cH:17][cH:18][c:19]3[c:20]2[C:35]#[N:34])[cH:9][n:10][cH:11]1)([NH2:22])[C:23](=[O:24])[O:25][C:26]([CH3:27])([CH3:28])[CH3:29]. Starting materials: CC(C)(C)OC(=O)N1CCC(Oc2cc(Br)cs2)CC1, ClCCl, O=C(O)C(F)(F)F. The product is Brc1csc(OC2CCNCC2)c1. As a reaction SMILES: [Br:8][c:9]1[cH:10][c:11]([O:14][CH:15]2[CH2:16][CH2:17][N:18]([C:21]([O:22][C:23]([CH3:24])([CH3:25])[CH3:26])=[O:27])[CH2:19][CH2:20]2)[s:12][cH:13]1.[Cl:28][CH2:29][Cl:30].[OH:1][C:2]([C:3]([F:4])([F:5])[F:6])=[O:7]>>[Br:8][c:9]1[cH:10][c:11]([O:14][CH:15]2[CH2:16][CH2:17][NH:18][CH2:19][CH2:20]2)[s:12][cH:13]1. The reactants are CO, CC1(c2cccc(CN)c2)OCCO1, Cl. Yields the product CC(=O)c1cccc(CN)c1, Cl. Reaction SMILES: [CH3:16][OH:17].[CH3:1][C:2]1([c:7]2[cH:8][c:9]([CH2:10][NH2:11])[cH:12][cH:13][cH:14]2)[O:3][CH2:6][CH2:5][O:4]1.[ClH:15]>>[CH3:1][C:2](=[O:3])[c:7]1[cH:8][c:9]([CH2:10][NH2:11])[cH:12][cH:13][cH:14]1.[ClH:15]. Reactants: C1CCNC1, Cc1ccccc1, ClCc1ccccc1Cl. Yields the product Clc1ccccc1CN1CCCC1. As a reaction SMILES: [CH2:10]1[CH2:11][CH2:12][NH:13][CH2:14]1.[CH3:15][c:16]1[cH:17][cH:18][cH:19][cH:20][cH:21]1.[Cl:1][c:2]1[c:3]([CH2:4][Cl:5])[cH:6][cH:7][cH:8][cH:9]1>>[Cl:1][c:2]1[c:3]([CH2:4][N:13]2[CH2:12][CH2:11][CH2:10][CH2:14]2)[cH:6][cH:7][cH:8][cH:9]1. The reactants are FC1=C(C=C(C=C1)C1NC2=CC=C(C=C2CC1(C)C)C(=O)OC)[N+](=O)[O-] (methyl 2-(4-fluoro-3-nitrophenyl)-3,3-dimethyl-1,2,3,4-tetrahydroquinoline-6-carboxylate), C(C)(C)N(C(C)C)CC (N,N-diisopropylethylamine), C(C1=CC=CC=C1)(=O)Cl (benzoyl chloride). Solvent: ClCCl (dichloromethane). Run at time 16 hour. Yields the product C(C1=CC=CC=C1)(=O)NC=1C=C(C=CC1F)C1NC2=CC=C(C=C2CC1(C)C)C(=O)OC (methyl 2-(3-benzamido-4-fluorophenyl)-3,3-dimethyl-1,2,3,4-tetrahydroquinoline-6-carboxylate). Yield: 93.9%. Reaction SMILES: [F:1][C:2]1[CH:7]=[CH:6][C:5]([CH:8]2[C:17]([CH3:19])([CH3:18])[CH2:16][C:15]3[C:10](=[CH:11][CH:12]=[C:13]([C:20]([O:22][CH3:23])=[O:21])[CH:14]=3)[NH:9]2)=[CH:4][C:3]=1[N+:24]([O-])=O.C(N(CC)C(C)C)(C)C.[C:36](Cl)(=[O:43])[C:37]1[CH:42]=[CH:41][CH:40]=[CH:39][CH:38]=1>ClCCl>[C:36]([NH:24][C:3]1[CH:4]=[C:5]([CH:8]2[C:17]([CH3:19])([CH3:18])[CH2:16][C:15]3[C:10](=[CH:11][CH:12]=[C:13]([C:20]([O:22][CH3:23])=[O:21])[CH:14]=3)[NH:9]2)[CH:6]=[CH:7][C:2]=1[F:1])(=[O:43])[C:37]1[CH:42]=[CH:41][CH:40]=[CH:39][CH:38]=1. Reported procedure: To a solution of methyl 2-(4-fluoro-3-nitrophenyl)-3,3-dimethyl-1,2,3,4-tetrahydroquinoline-6-carboxylate (105 mg, 0.32 mmol) in dichloromethane (5 mL) was added N,N-diisopropylethylamine (83 mg, 0.64 mmol) followed by benzoyl chloride (49 mg, 0.35 mmol) at 0° C. under nitrogen. The reaction mixture was then stirred at room temperature for 16 hours. The solvent was removed and the residue was purified by preparative Thin layer chromatography (silica gel, petroleum ether/ethyl acetate=3:1) to aff... The reactants are C(C)OC(CC1C2=C(B(O1)O)C=C(C=C2C)OC2=NC(=NS2)Cl)=O ([6-(3-chloro-[1,2,4]thiadiazol-5-yloxy)-1-hydroxy-4-methyl-1,3-dihydro-benzo[c][1,2]oxaborol-3-yl]-acetic acid ethyl ester). The reagents and catalysts are [Pd] (Pd/C). Solvent: CO (MeOH). Product: C(C)OC(CC1C2=C(B(O1)O)C=C(C=C2C)OC2=NC=NS2)=O ([1-Hydroxy-4-methyl-6-([1,2,4]thiadiazol-5-yloxy)-1,3-dihydro-benzo[c][1,2]oxaborol-3-yl]-acetic acid ethyl ester). The yield is 33.3%. RXN SMILES: [CH2:1]([O:3][C:4](=[O:24])[CH2:5][CH:6]1[O:10][B:9]([OH:11])[C:8]2[CH:12]=[C:13]([O:17][C:18]3[S:22][N:21]=[C:20](Cl)[N:19]=3)[CH:14]=[C:15]([CH3:16])[C:7]1=2)[CH3:2]>CO.[Pd]>[CH2:1]([O:3][C:4](=[O:24])[CH2:5][CH:6]1[O:10][B:9]([OH:11])[C:8]2[CH:12]=[C:13]([O:17][C:18]3[S:22][N:21]=[CH:20][N:19]=3)[CH:14]=[C:15]([CH3:16])[C:7]1=2)[CH3:2]. Procedure: To a solution of [6-(3-chloro-[1,2,4]thiadiazol-5-yloxy)-1-hydroxy-4-methyl-1,3-dihydro-benzo[c][1,2]oxaborol-3-yl]-acetic acid ethyl ester (400 mg, 1.08 mmol) in MeOH (10 mL) was added Pd/C (300 mg, 75%). The resulting solution was degassed, and reacted under H2 (60 psi) for 2 days. The mixture was filtrated. The filtration was removed in vacuo and purified by column chromatography (silica, DCM/MeOH 4:1) affording the title compound (120 mg, 35%) as a white solid. MS found: (M+H)+: 335. Starting materials: CO, N#C[K], N#Cc1nn(-c2c(Cl)cc(C(F)(F)F)cc2Cl)c(N)c1C#CCO. The product is COC(=O)C#Cc1c(C#N)nn(-c2c(Cl)cc(C(F)(F)F)cc2Cl)c1N. As a reaction SMILES: [CH3:28][OH:29].[K:25][C:26]#[N:27].[NH2:1][c:2]1[c:3]([C:21]#[C:22][CH2:23][OH:24])[c:4]([C:19]#[N:20])[n:5][n:6]1-[c:7]1[c:8]([Cl:18])[cH:9][c:10]([C:14]([F:15])([F:16])[F:17])[cH:11][c:12]1[Cl:13]>>[NH2:1][c:2]1[c:3]([C:21]#[C:22][C:23](=[O:24])[O:29][CH3:28])[c:4]([C:19]#[N:20])[n:5][n:6]1-[c:7]1[c:8]([Cl:18])[cH:9][c:10]([C:14]([F:15])([F:16])[F:17])[cH:11][c:12]1[Cl:13].